This data is from the Open Reaction Database (ORD), a public repository of structured organic reaction records. The task is: describe an organic reaction: reactants, conditions, products, and yield The reactants are COc1cc(SC)ccc1C1=NC2=C3C=NC(C)(C)C(=O)C3CC(=O)C2=N1, CC(=O)O, N, O, OO. Yields the product COc1cc(S(C)=O)ccc1C1=NC2=C3C=NC(C)(C)C(=O)C3CC(=O)C2=N1. Reaction SMILES: [CH3:1][C:2]1([CH3:27])[N:3]=[CH:4][C:5]2=[C:6]3[C:7](=[N:14][C:15]([c:17]4[c:18]([O:25][CH3:26])[cH:19][c:20]([S:23][CH3:24])[cH:21][cH:22]4)=[N:16]3)[C:8](=[O:13])[CH2:9][CH:10]2[C:11]1=[O:12].[CH3:30][C:31](=[O:32])[OH:33].[NH3:35].[OH2:34].[OH:28][OH:29]>>[CH3:1][C:2]1([CH3:27])[N:3]=[CH:4][C:5]2=[C:6]3[C:7](=[N:14][C:15]([c:17]4[c:18]([O:25][CH3:26])[cH:19][c:20]([S:23]([CH3:24])=[O:28])[cH:21][cH:22]4)=[N:16]3)[C:8](=[O:13])[CH2:9][CH:10]2[C:11]1=[O:12]. The reactants are C(C)(C)OC1=C(C#N)C=C(C=C1)C1=C2C(=NO1)C1=CC=C(C=C1CC2)C=C (2-isopropoxy-5-(7-vinyl-4,5-dihydronaphtho[1,2-c]isoxazol-3-yl)benzonitrile), C[N+]1(CCOCC1)[O-] (N-methylmorpholine-N-oxide), I(=O)(=O)(=O)[O-].[Na+] (Sodium periodate). Reagents/catalysts: [Os](=O)(=O)(=O)=O (osmium tetroxide). Run in C1CCOC1 (THF), O (water). Reaction conditions: time 3.5 hour. The product is C(=O)C=1C=C2CCC=3C(=NOC3C=3C=CC(=C(C#N)C3)OC(C)C)C2=CC1 (5-(7-formyl-4,5-dihydronaphtho[1,2-c]isoxazol-3-yl)-2-isopropoxybenzonitrile). The yield is 71.3%. RXN SMILES: [CH:1]([O:4][C:5]1[CH:12]=[CH:11][C:10]([C:13]2[O:17][N:16]=[C:15]3[C:18]4[C:23]([CH2:24][CH2:25][C:14]=23)=[CH:22][C:21]([CH:26]=C)=[CH:20][CH:19]=4)=[CH:9][C:6]=1[C:7]#[N:8])([CH3:3])[CH3:2].C[N+]1([O-])CC[O:32]CC1.I([O-])(=O)(=O)=O.[Na+]>C1COCC1.O.[Os](=O)(=O)(=O)=O>[CH:26]([C:21]1[CH:22]=[C:23]2[C:18](=[CH:19][CH:20]=1)[C:15]1=[N:16][O:17][C:13]([C:10]3[CH:11]=[CH:12][C:5]([O:4][CH:1]([CH3:2])[CH3:3])=[C:6]([CH:9]=3)[C:7]#[N:8])=[C:14]1[CH2:25][CH2:24]2)=[O:32] |f:2.3|. Procedure: To 2-isopropoxy-5-(7-vinyl-4,5-dihydronaphtho[1,2-c]isoxazol-3-yl)benzonitrile (Preparation 15C, 0.088 g, 0.247 mmol) in THF (1.5 mL) was added N-methylmorpholine-N-oxide (50% in water) (0.17 mL, 0.370 mmol) followed by osmium tetroxide (0.039 mL, 4.94 μmol) at room temperature. The contents were stirred at room temperature for 3.5 h. Sodium periodate (0.106 g, 0.494 mmol) dissolved in 0.5 mL of water was added over a period of 2 min. at room temperature and the contents were stirred at room tem... Reactants: Cl[Si](C)(C)C (chlorotrimethylsilane), CC1=CC(=C(C(N1CC(=O)OC)=O)[N+](=O)[O-])OS(=O)(=O)C(F)(F)F (methyl 6-methyl-3-nitro-2-oxo-4-[[(trifluoromethyl)sulphonyl]oxy]-1,2-dihydropyridine-1-acetate), Cl (hydrochloric acid), [Cu]C#N (copper(I) cyanide), [Cl-].[Li+] (lithium chloride), C1(=CC=CC=C1)CBr (phenylmethyl bromide). Reagents/catalysts: [Zn] (zinc). Solvent: O1CCCC1 (tetrahydrofuran), O1CCCC1 (tetrahydrofuran), ClCCl (dichloromethane), O1CCCC1 (tetrahydrofuran). Conditions: time 0.5 hour. Product: CC1=CC(=C(C(N1CC(=O)OC)=O)[N+](=O)[O-])CC1=CC=CC=C1 (Methyl 6-methyl-3-nitro-2-oxo-4-(phenylmethyl)-1,2-dihydropyridine-1-acetate). Reaction SMILES: Cl[Si](C)(C)C.[C:6]1([CH2:12]Br)[CH:11]=[CH:10][CH:9]=[CH:8][CH:7]=1.[Cu]C#N.[Cl-].[Li+].[CH3:19][C:20]1[N:25]([CH2:26][C:27]([O:29][CH3:30])=[O:28])[C:24](=[O:31])[C:23]([N+:32]([O-:34])=[O:33])=[C:22](OS(C(F)(F)F)(=O)=O)[CH:21]=1.Cl>O1CCCC1.[Zn].ClCCl>[CH3:19][C:20]1[N:25]([CH2:26][C:27]([O:29][CH3:30])=[O:28])[C:24](=[O:31])[C:23]([N+:32]([O-:34])=[O:33])=[C:22]([CH2:12][C:6]2[CH:11]=[CH:10][CH:9]=[CH:8][CH:7]=2)[CH:21]=1 |f:3.4|. Procedure: 200 μl of chlorotrimethylsilane are added at room temperature to 2 g (30.6 mmol) of zinc in suspension in 50 ml of tetrahydrofuran, the mixture is kept stirred for 0.5 hour at room temperature and then it is cooled to 0° C. 4.5 g (26.3 mmol) of phenylmethyl bromide in solution in 20 ml of tetrahydrofuran are then added dropwise and then the reaction medium is kept stirred for 2 hours at this temperature. Next, the mixture is transferred to a three-necked flask containing 2.24 g (25 mmol) of copp... Reactants: FC1=CC(=C(C=C1)N)N (4-fluoro-1,2-phenylenediamine), COC1=C(C(=O)O)C=CC(=C1)NS(=O)(=O)C (2-methoxy-4-methanesulfonylamino-benzoic acid). The product is FC1=CC2=C(N=C(N2)C2=C(C=C(C=C2)NS(=O)(=O)C)OC)C=C1 (5-Fluoro-2-(2'-methoxy-4'-methanesulfonylamino-phenyl)-benzimidazole). RXN SMILES: [F:1][C:2]1[CH:7]=[CH:6][C:5]([NH2:8])=[C:4]([NH2:9])[CH:3]=1.[CH3:10][O:11][C:12]1[CH:20]=[C:19]([NH:21][S:22]([CH3:25])(=[O:24])=[O:23])[CH:18]=[CH:17][C:13]=1[C:14](O)=O>>[F:1][C:2]1[CH:7]=[CH:6][C:5]2[N:8]=[C:14]([C:13]3[CH:17]=[CH:18][C:19]([NH:21][S:22]([CH3:25])(=[O:24])=[O:23])=[CH:20][C:12]=3[O:11][CH3:10])[NH:9][C:4]=2[CH:3]=1. Procedure: Prepared analogously to Example 14 from 4-fluoro-1,2-phenylenediamine and 2-methoxy-4-methanesulfonylamino-benzoic acid. Reactants: CCCCCCc1onc(-c2c(F)cccc2F)c1C(=O)OC, CO, Cl. Yields the product CCCCCCc1onc(-c2c(F)cccc2F)c1C(=O)O. As a reaction SMILES: [CH3:1][O:2][C:3](=[O:4])[c:5]1[c:6](-[c:16]2[c:17]([F:23])[cH:18][cH:19][cH:20][c:21]2[F:22])[n:7][o:8][c:9]1[CH2:10][CH2:11][CH2:12][CH2:13][CH2:14][CH3:15].[CH3:25][OH:26].[ClH:24]>>[O:2]=[C:3]([OH:4])[c:5]1[c:6](-[c:16]2[c:17]([F:23])[cH:18][cH:19][cH:20][c:21]2[F:22])[n:7][o:8][c:9]1[CH2:10][CH2:11][CH2:12][CH2:13][CH2:14][CH3:15]. Starting materials: O=C([O-])[O-], CC(=O)Oc1cccc(C(=O)Nc2cc(Oc3ccccc3)ccc2C(=O)O)c1, CO, [K+], [K+], C1CCOC1, O=C(O)CC(O)(CC(=O)O)C(=O)O. Yields the product O=C(Nc1cc(Oc2ccccc2)ccc1C(=O)O)c1cccc(O)c1. As a reaction SMILES: [C:3](=[O:4])([O-:5])[O-:6].[C:9](=[O:10])([CH3:11])[O:12][c:13]1[cH:14][c:15]([C:16](=[O:17])[NH:18][c:19]2[c:20]([C:21](=[O:22])[OH:23])[cH:24][cH:25][c:26]([O:28][c:29]3[cH:30][cH:31][cH:32][cH:33][cH:34]3)[cH:27]2)[cH:35][cH:36][cH:37]1.[CH3:1][OH:2].[K+:7].[K+:8].[O:51]1[CH2:52][CH2:53][CH2:54][CH2:55]1.[OH:38][C:39]([CH2:40][C:41]([C:42](=[O:43])[OH:44])([CH2:45][C:46](=[O:47])[OH:48])[OH:49])=[O:50]>>[OH:12][c:13]1[cH:14][c:15]([C:16](=[O:17])[NH:18][c:19]2[c:20]([C:21](=[O:22])[OH:23])[cH:24][cH:25][c:26]([O:28][c:29]3[cH:30][cH:31][cH:32][cH:33][cH:34]3)[cH:27]2)[cH:35][cH:36][cH:37]1. Reported procedure: Benzyl [2-{[(4-{(3S)-3-[(tert-butoxycarbonyl)amino]piperidin-1-yl}pyridin-3-yl)amino]carbonyl}-7-(1-hydroxyethyl)quinolin-3-yl]carbamate (8.0 mg, 0.012 mmol) (from Example 15, step 6) was dissolved in DCM (0.3 mL), cooled to −78° C., and then treated with diethylaminosulfur trifluoride (50 mg, 0.3 mmol). The resulting reaction mixture allowed to warm to room temperature and stirred at room temperature for 2 h. The reaction mixture was poured into ice-water containing NaHCO3, extracted three time... Product: NC=1C(=NC2=CC(=CC=C2C1)C(C)F)C(=O)NC=1C=NC=CC1N1C[C@H](CCC1)N (3-Amino-N-{4-[(3S)-3-aminopiperidin-1-yl]pyridin-3-yl}-7-(1-fluoroethyl)quinoline-2-carboxamide). The solvent is C(Cl)Cl (DCM). RXN SMILES: C(OC([NH:8][C@H:9]1[CH2:14][CH2:13][CH2:12][N:11]([C:15]2[CH:20]=[CH:19][N:18]=[CH:17][C:16]=2[NH:21][C:22]([C:24]2[C:33]([NH:34]C(=O)OCC3C=CC=CC=3)=[CH:32][C:31]3[C:26](=[CH:27][C:28]([CH:45](O)[CH3:46])=[CH:29][CH:30]=3)[N:25]=2)=[O:23])[CH2:10]1)=O)(C)(C)C.C(N(S(F)(F)[F:54])CC)C.C([O-])(O)=O.[Na+].Br.CC(O)=O>C(Cl)Cl>[NH2:34][C:33]1[C:24]([C:22]([NH:21][C:16]2[CH:17]=[N:18][CH:19]=[CH:20][C:15]=2[N:11]2[CH2:12][CH2:13][CH2:14][C@H:9]([NH2:8])[CH2:10]2)=[O:23])=[N:25][C:26]2[C:31]([CH:32]=1)=[CH:30][CH:29]=[C:28]([CH:45]([F:54])[CH3:46])[CH:27]=2 |f:2.3|. Run at temperature -78 celsius, time 2 hour. The reactants are Br (HBr), CC(=O)O (AcOH), C(=O)(O)[O-].[Na+] (NaHCO3), C(C)(C)(C)OC(=O)N[C@@H]1CN(CCC1)C1=C(C=NC=C1)NC(=O)C1=NC2=CC(=CC=C2C=C1NC(OCC1=CC=CC=C1)=O)C(C)O (Benzyl [2-{[(4-{(3S)-3-[(tert-butoxycarbonyl)amino]piperidin-1-yl}pyridin-3-yl)amino]carbonyl}-7-(1-hydroxyethyl)quinolin-3-yl]carbamate), ice water, C(C)N(CC)S(F)(F)F (diethylaminosulfur trifluoride). As a reaction SMILES: [OH:1][C:2]1[CH:7]=[CH:6][C:5]([CH2:8][CH2:9][CH2:10][N:11]2[CH:15]=[CH:14][N:13]=[CH:12]2)=[CH:4][C:3]=1[O:16][CH3:17].Cl[CH2:19][C:20]1[N:21]=[C:22]([C:25]2[S:26][CH:27]=[CH:28][CH:29]=2)[O:23][CH:24]=1>>[N:11]1([CH2:10][CH2:9][CH2:8][C:5]2[CH:6]=[CH:7][C:2]([O:1][CH2:19][C:20]3[N:21]=[C:22]([C:25]4[S:26][CH:27]=[CH:28][CH:29]=4)[O:23][CH:24]=3)=[C:3]([O:16][CH3:17])[CH:4]=2)[CH:15]=[CH:14][N:13]=[CH:12]1. Isolated yield 80.0%. Procedure details: In substantially the same manner as in Working Example 72, 1-[3-(4-hydroxy-3-methoxyphenyl)propyl]imidazole was reacted with 4-chloromethyl-2-(2-thienyl)oxazole to obtain 4-[4-[3-(1-imidazolyl)propyl]-2-methoxyphenoxymethyl]-2-(2-thienyl)oxazole. The yield was 80%. Recrystallization from ethyl acetate-hexane gave colorless prisms, mp 94-95° C. The product is N1(C=NC=C1)CCCC1=CC(=C(OCC=2N=C(OC2)C=2SC=CC2)C=C1)OC (4-[4-[3-(1-imidazolyl)propyl]-2-methoxyphenoxymethyl]-2-(2-thienyl)oxazole). The reactants are OC1=C(C=C(C=C1)CCCN1C=NC=C1)OC (1-[3-(4-hydroxy-3-methoxyphenyl)propyl]imidazole), ClCC=1N=C(OC1)C=1SC=CC1 (4-chloromethyl-2-(2-thienyl)oxazole).